Dataset: the Open Reaction Database (ORD), a public repository of structured organic reaction records. Task: describe an organic reaction: reactants, conditions, products, and yield Solvent: CS(=O)C (DMSO). As a reaction SMILES: C1(C)C=CC(S(O[CH2:11][C@@H:12]2[O:26][C:16]3=[C:17]4[C:21](=[C:22]([CH3:24])[CH:23]=[C:15]3[O:14][CH2:13]2)[NH:20][C:19](=[O:25])[CH2:18]4)(=O)=O)=CC=1.[F:28][C:29]1[CH:36]=[CH:35][C:32]([CH2:33][NH2:34])=[CH:31][CH:30]=1.O>CS(C)=O>[F:28][C:29]1[CH:36]=[CH:35][C:32]([CH2:33][NH:34][CH2:11][CH:12]2[O:26][C:16]3=[C:17]4[C:21](=[C:22]([CH3:24])[CH:23]=[C:15]3[O:14][CH2:13]2)[NH:20][C:19](=[O:25])[CH2:18]4)=[CH:31][CH:30]=1. The reactants are C1(=CC=C(C=C1)S(=O)(=O)OC[C@H]1COC=2C(=C3CC(NC3=C(C2)C)=O)O1)C ((R)-2-(Toluene-4-sulfonyloxymethyl)-6-methyl-2,3,8,9-tetrahydro-7H-1,4-dioxino[2,3-e]indol-8-one), FC1=CC=C(CN)C=C1 (4-fluorobenzylamine), O (water). Yields the product FC1=CC=C(CNCC2COC=3C(=C4CC(NC4=C(C3)C)=O)O2)C=C1 (2-[(4-Fluoro)-benzylamino-methyl]-6-methyl-2,3,8,9-tetrahydro-7H-1,4-dioxino[2,3-e]indol-8-one). Reported procedure: (R)-2-(Toluene-4-sulfonyloxymethyl)-6-methyl-2,3,8,9-tetrahydro-7H-1,4-dioxino[2,3-e]indol-8-one (0.28 g, 0.72 mmole) and 4-fluorobenzylamine (0.45 g, 3.6 mmole) were combined in 10 ml of dry DMSO and heated to 90° C. for 4 hours under a nitrogen atmosphere. After cooling to room temperature, 150 ml of water was added and the mixture was extracted twice with 250 ml portions of 35% ethyl acetate in hexane. The combined organic phases were washed with brine, dried over MgSO4, filtered and concentr... Run at temperature 90 celsius. Reactants: CN=C=O (methyl isocyanate), glass, OC1=C(C=NC2=C(C=C(C=C2C)O)C)C=CC=C1 (4-(2-hydroxybenzylideneamino)-3,5-dimethylphenol). The reagents and catalysts are C(C)(=O)[O-].C(C)(=O)[O-].C(CCC)[Sn+2]CCCC (dibutyltin diacetate). Run in C(C)(=O)OCC (ethyl acetate). Reaction conditions: time 65 hour. Yields the product CNC(OC1=CC(=C(C(=C1)C)N=CC1=C(C=CC=C1)O)C)=O (4-(2-hydroxybenzylideneamino)-3,5-dimethylphenyl methylcarbamate). Isolated yield 68.0%. As a reaction SMILES: [OH:1][C:2]1[CH:18]=[CH:17][CH:16]=[CH:15][C:3]=1[CH:4]=[N:5][C:6]1[C:11]([CH3:12])=[CH:10][C:9]([OH:13])=[CH:8][C:7]=1[CH3:14].[CH3:19][N:20]=[C:21]=[O:22]>C([O-])(=O)C.C([O-])(=O)C.C([Sn+2]CCCC)CCC.C(OCC)(=O)C>[CH3:19][NH:20][C:21](=[O:22])[O:13][C:9]1[CH:8]=[C:7]([CH3:14])[C:6]([N:5]=[CH:4][C:3]2[CH:15]=[CH:16][CH:17]=[CH:18][C:2]=2[OH:1])=[C:11]([CH3:12])[CH:10]=1 |f:2.3.4|. Procedure details: To a 350 milliliter glass pressure bottle equipped with a magnetic stirrer was added 6.03 grams (0.025 moles) of 4-(2-hydroxybenzylideneamino)-3,5-dimethylphenol prepared in Part A, 1.71 grams (0.030 moles) of methyl isocyanate, 50 milliliters of ethyl acetate and 5 drops of dibutyltin diacetate. The resulting reaction mixture was stirred for 65 hours at room temperature and then washed twice with a 1% aqueous sodium bicarbonate solution followed by a single wash with saturated brine solution. A... Isolated yield 39.3%. Conditions: temperature 180 celsius. Reactants: FC1=C(C=CC(=C1)[N+](=O)[O-])O (2-fluoro-4-nitrophenol), C(=O)([O-])[O-].[K+].[K+] (K2CO3), ClC1=C2C(=NC=C1)C=C(S2)C(=O)C=2OC=CC2 ((7-Chlorothieno[3,2-b]pyridin-2-yl)(furan-2-yl)methanone). Procedure details: To a suspension of 239 (35 mg, 0.133 mmol) in Ph2O (2 mL) was added 2-fluoro-4-nitrophenol (42 mg, 0.265 mmol) and K2CO3 (73 mg, 0.530 mmol). The reaction mixture was heated at 180° C. in a sealed flask for 60 hrs, cooled down to room temperature, loaded onto a flash chromatography column and eluted with EtOAc/hexane mixture (1:1), to afford title compound 240 (20 mg 39% yield) as a yellow solid. MS (m/z): 385.1 (M+1). RXN SMILES: Cl[C:2]1[CH:7]=[CH:6][N:5]=[C:4]2[CH:8]=[C:9]([C:11]([C:13]3[O:14][CH:15]=[CH:16][CH:17]=3)=[O:12])[S:10][C:3]=12.[F:18][C:19]1[CH:24]=[C:23]([N+:25]([O-:27])=[O:26])[CH:22]=[CH:21][C:20]=1O.[C:29]([O-])([O-])=O.[K+].[K+]>O(C1C=CC=CC=1)C1C=CC=CC=1>[F:18][C:19]1[CH:24]=[C:23]([N+:25]([O-:27])=[O:26])[CH:22]=[CH:21][C:20]=1[CH2:29][C:2]1[CH:7]=[CH:6][N:5]=[C:4]2[CH:8]=[C:9]([C:11]([C:13]3[O:14][CH:15]=[CH:16][CH:17]=3)=[O:12])[S:10][C:3]=12 |f:2.3.4|. The solvent is O(C1=CC=CC=C1)C1=CC=CC=C1 (Ph2O). The product is FC1=C(CC2=C3C(=NC=C2)C=C(S3)C(=O)C=3OC=CC3)C=CC(=C1)[N+](=O)[O-] ((7-(2-Fluoro-4-nitrobenzyl)thieno[3,2-b]pyridin-2-yl)(furan-2-yl)methanone). The reactants are ClC1=C(NC2=C(C=CC=C2)C(C(=O)O)=O)C(=CC=C1)Cl (2-(2,6-dichloroanilino)-phenylglyoxylic acid), C([O-])([O-])=O.[K+].[K+] (potassium carbonate), S(=O)(=O)(OC)OC (dimethyl sulfate). Solvent: CC(=O)C (acetone). The product is ClC1=C(NC2=C(C=CC=C2)C(C(=O)OC)=O)C(=CC=C1)Cl (methyl 2-(2,6-dichloroanilino)phenylglyoxylate). Isolated yield 94.9%. RXN SMILES: [Cl:1][C:2]1[CH:19]=[CH:18][CH:17]=[C:16]([Cl:20])[C:3]=1[NH:4][C:5]1[CH:10]=[CH:9][CH:8]=[CH:7][C:6]=1[C:11](=[O:15])[C:12]([OH:14])=[O:13].[C:21](=O)([O-])[O-].[K+].[K+].S(OC)(OC)(=O)=O>CC(C)=O>[Cl:1][C:2]1[CH:19]=[CH:18][CH:17]=[C:16]([Cl:20])[C:3]=1[NH:4][C:5]1[CH:10]=[CH:9][CH:8]=[CH:7][C:6]=1[C:11](=[O:15])[C:12]([O:14][CH3:21])=[O:13] |f:1.2.3|. Procedure details: To a solution of 12.4 g of 2-(2,6-dichloroanilino)-phenylglyoxylic acid in 80 ml of anhydrous acetone were added 6.05 g of anhydrous potassium carbonate and then 7.5 ml of dimethyl sulfate at room temperature, and the mixture was stirred for 1 hour. The reaction mixture was filtered and washed with anhydrous acetone. The filtrate was concentrated under 10 mmHg without heating. The residue was recrystallized from ethanol to give 12.3 g of methyl 2-(2,6-dichloroanilino)phenylglyoxylate as yellow p... Reactants: [N-]=[N+]=[N-].[Na+] (Sodium azide), COC1=CC=C2CCCC(C2=C1)=O (7-Methoxy-1-tetralone), Polyphosphoric acid. Solvent: O (water). Run at temperature 55 celsius, time 8 hour. Product: COC=1C=CC2=C(NC(CCC2)=O)C1 (8-Methoxy-1,3,4,5-tetrahydro-benzo[b]azepin-2-one), solid. Isolated yield 62.0%. Reaction SMILES: [CH3:1][O:2][C:3]1[CH:12]=[C:11]2[C:6]([CH2:7][CH2:8][CH2:9][C:10]2=[O:13])=[CH:5][CH:4]=1.[N-:14]=[N+]=[N-].[Na+]>O>[CH3:1][O:2][C:3]1[CH:4]=[CH:5][C:6]2[CH2:7][CH2:8][CH2:9][C:10](=[O:13])[NH:14][C:11]=2[CH:12]=1 |f:1.2|. Procedure details: Combined 7-Methoxy-1-tetralone (5.0 g, 0.028 mol;) with Polyphosphoric acid (80 g, 0.7 mol;) in 2-neck 500 ml Flask fit with overhead mechanical stirrer and septa under nitrogen flow. Sodium azide (2.2 g, 0.034 mol;) added portionwise over 5 min and the reaction was heated to 55° C. Continue stirring overnight. The mixture was poured into water and a white precipitate ensued. The mixture was filtered and washed with water then hexane and dried over 60 h. 8-Methoxy-1,3,4,5-tetrahydro-benzo[b]azep...